From a dataset of the Open Reaction Database (ORD), a public repository of structured organic reaction records. describe an organic reaction: reactants, conditions, products, and yield Reactants: CC(=O)Nc1cccc(-c2nc(C)c(C=O)[nH]2)c1, Cc1[nH]c(-c2ccccc2)nc1CN1CCC(Nc2nc3ccccc3o2)CC1. The product is CC(=O)Nc1cccc(-c2nc(CN3CCC(Nc4nc5ccccc5o4)CC3)c(C)[nH]2)c1. As a reaction SMILES: [CH:30]([c:31]1[nH:32][c:33](-[c:34]2[cH:35][c:36]([NH:43][C:44]([CH3:45])=[O:46])[cH:37][cH:38][cH:39]2)[n:40][c:41]1[CH3:42])=[O:47].[o:1]1[c:2]([NH:10][CH:11]2[CH2:12][CH2:13][N:14]([CH2:17][c:18]3[n:19][c:20](-[c:24]4[cH:25][cH:26][cH:27][cH:28][cH:29]4)[nH:21][c:22]3[CH3:23])[CH2:15][CH2:16]2)[n:3][c:4]2[c:5]1[cH:6][cH:7][cH:8][cH:9]2>>[o:1]1[c:2]([NH:10][CH:11]2[CH2:12][CH2:13][N:14]([CH2:17][c:18]3[n:19][c:20](-[c:24]4[cH:25][cH:26][cH:27][c:28]([NH:43][C:44]([CH3:45])=[O:46])[cH:29]4)[nH:21][c:22]3[CH3:23])[CH2:15][CH2:16]2)[n:3][c:4]2[c:5]1[cH:6][cH:7][cH:8][cH:9]2.